From a dataset of the Open Reaction Database (ORD), a public repository of structured organic reaction records. describe an organic reaction: reactants, conditions, products, and yield Reactants: N(=[N+]=[N-])CCCN1C=C(C2=CC=CC=C12)C=1C(OC(C1C1=CN(C2=CC=CC=C12)C)=O)=O (3-[1-(3-azidopropyl)-3-indolyl]-4-(1-methyl-3-indolyl)furan-2,5-dione), CN(C)C=O (DMF). Solvent: N (ammonia). The product is N(=[N+]=[N-])CCCN1C=C(C2=CC=CC=C12)C=1C(NC(C1C1=CN(C2=CC=CC=C12)C)=O)=O (3-[1-(3-azidopropyl)-3-indolyl]-4-(1-methyl-3-indolyl)-1H-pyrrole-2,5-dione). Reaction SMILES: [N:1]([CH2:4][CH2:5][CH2:6][N:7]1[C:15]2[C:10](=[CH:11][CH:12]=[CH:13][CH:14]=2)[C:9]([C:16]2[C:17](=O)[O:18][C:19](=[O:31])[C:20]=2[C:21]2[C:29]3[C:24](=[CH:25][CH:26]=[CH:27][CH:28]=3)[N:23]([CH3:30])[CH:22]=2)=[CH:8]1)=[N+:2]=[N-:3].C[N:34](C=O)C>N>[N:1]([CH2:4][CH2:5][CH2:6][N:7]1[C:15]2[C:10](=[CH:11][CH:12]=[CH:13][CH:14]=2)[C:9]([C:16]2[C:17](=[O:18])[NH:34][C:19](=[O:31])[C:20]=2[C:21]2[C:29]3[C:24](=[CH:25][CH:26]=[CH:27][CH:28]=3)[N:23]([CH3:30])[CH:22]=2)=[CH:8]1)=[N+:2]=[N-:3]. Reported procedure: A solution of 2.50 g of 3-[1-(3-azidopropyl)-3-indolyl]-4-(1-methyl-3-indolyl)furan-2,5-dione in 13 ml of DMF and 18 ml of 33% aqueous ammonia was heated to 140° C. for 4 hours. The product was filtered off from the cooled mixture to give 2.27 g of 3-[1-(3-azidopropyl)-3-indolyl]-4-(1-methyl-3-indolyl)-1H-pyrrole-2,5-dione, m.p. 222°-224° C.